Task: describe an organic reaction: reactants, conditions, products, and yield. Dataset: the Open Reaction Database (ORD), a public repository of structured organic reaction records As a reaction SMILES: [Cl:1][C:2]1[CH:7]=[CH:6][C:5]([C:8]2[CH:13]=[CH:12][CH:11]=[CH:10][C:9]=2[C@H:14]([O:30][P:31]([O:36][CH2:37][CH3:38])([O:33][CH2:34][CH3:35])=[O:32])[CH:15]2[CH2:20][CH2:19][N:18]([C:21]3[CH:29]=[CH:28][C:24]([C:25](O)=[O:26])=[CH:23][CH:22]=3)[CH2:17][CH2:16]2)=[CH:4][CH:3]=1.[O:39]1[CH2:44][CH2:43][N:42]([CH2:45][CH2:46][C@@H:47]([NH:56][C:57]2[CH:62]=[CH:61][C:60]([S:63]([NH2:66])(=[O:65])=[O:64])=[CH:59][C:58]=2[S:67]([C:70]([F:73])([F:72])[F:71])(=[O:69])=[O:68])[CH2:48][S:49][C:50]2[CH:55]=[CH:54][CH:53]=[CH:52][CH:51]=2)[CH2:41][CH2:40]1.C(Cl)CCl>C(Cl)Cl>[ClH:1].[P:31]([O:36][CH2:37][CH3:38])([O:33][CH2:34][CH3:35])([O:30][C@@H:14]([C:9]1[CH:10]=[CH:11][CH:12]=[CH:13][C:8]=1[C:5]1[CH:4]=[CH:3][C:2]([Cl:1])=[CH:7][CH:6]=1)[CH:15]1[CH2:20][CH2:19][N:18]([C:21]2[CH:29]=[CH:28][C:24]([C:25](=[O:26])[NH:66][S:63]([C:60]3[CH:61]=[CH:62][C:57]([NH:56][C@H:47]([CH2:46][CH2:45][N:42]4[CH2:43][CH2:44][O:39][CH2:40][CH2:41]4)[CH2:48][S:49][C:50]4[CH:55]=[CH:54][CH:53]=[CH:52][CH:51]=4)=[C:58]([S:67]([C:70]([F:72])([F:73])[F:71])(=[O:69])=[O:68])[CH:59]=3)(=[O:64])=[O:65])=[CH:23][CH:22]=2)[CH2:17][CH2:16]1)=[O:32] |f:4.5|. Procedure: A mixture of (R)-4-(4-((4′-chlorobiphenyl-2-yl)(diethoxyphosphoryloxy)methyl)piperidin-1-yl)benzoic acid (INTERMEDIATE 120, 371 mg, 0.66 mmol), (R)-4-(4-morpholino-1-(phenylthio)butan-2-ylamino)-3-(trifluoromethylsulfonyl)benzenesulfonamide (INTERMEDIATE 69, 368 mg, 0.66 mmol), EDC (255 mg, 1.33 mmol), TEA (0.185 ml, 1.33 mmol), and DCE (5 ml) were stirred at r.t. for 2 hours. The mixture was diluted with DCM (15 ml) and adsorbed onto silica gel. Purification by column chromatography (ISCO, elut... The product is Cl.P(=O)(O[C@H](C1CCN(CC1)C1=CC=C(C=C1)C(NS(=O)(=O)C1=CC(=C(C=C1)N[C@@H](CSC1=CC=CC=C1)CCN1CCOCC1)S(=O)(=O)C(F)(F)F)=O)C1=C(C=CC=C1)C1=CC=C(C=C1)Cl)(OCC)OCC ((R)-(4′-chlorobiphenyl-2-yl)(1-(4-(4-((R)-4-morpholino-1-(phenylthio)butan-2-ylamino)-3-(trifluoromethylsulfonyl)phenylsulfonylcarbamoyl)phenyl)piperidin-4-yl)methyl diethyl phosphate, hydrochloride salt). Reactants: ClC1=CC=C(C=C1)C1=C(C=CC=C1)[C@@H](C1CCN(CC1)C1=CC=C(C(=O)O)C=C1)OP(=O)(OCC)OCC ((R)-4-(4-((4′-chlorobiphenyl-2-yl)(diethoxyphosphoryloxy)methyl)piperidin-1-yl)benzoic acid), ClC1=CC=C(C=C1)C1=C(C=CC=C1)[C@@H](C1CCN(CC1)C1=CC=C(C(=O)O)C=C1)OP(=O)(OCC)OCC ((R)-4-(4-((4′-chlorobiphenyl-2-yl)(diethoxyphosphoryloxy)methyl)piperidin-1-yl)benzoic acid), O1CCN(CC1)CC[C@H](CSC1=CC=CC=C1)NC1=C(C=C(C=C1)S(=O)(=O)N)S(=O)(=O)C(F)(F)F ((R)-4-(4-morpholino-1-(phenylthio)butan-2-ylamino)-3-(trifluoromethylsulfonyl)benzenesulfonamide), O1CCN(CC1)CC[C@H](CSC1=CC=CC=C1)NC1=C(C=C(C=C1)S(=O)(=O)N)S(=O)(=O)C(F)(F)F ((R)-4-(4-morpholino-1-(phenylthio)butan-2-ylamino)-3-(trifluoromethylsulfonyl)benzenesulfonamide), C(CCl)Cl (EDC), TEA, ClCCCl (DCE). Run at time 2 hour. Solvent: C(Cl)Cl (DCM). Starting materials: BrC=1C(=NC=C(C(=O)NC2=CC=C(C=C2)C(C(F)(F)F)(F)F)C1)Cl (5-bromo-6-chloro-N-(4-(perfluoroethyl)phenyl)nicotinamide), N1C[C@@H](CC1)O ((R)-pyrrolidin-3-ol). The product is BrC=1C(=NC=C(C(=O)NC2=CC=C(C=C2)C(C(F)(F)F)(F)F)C1)N1C[C@@H](CC1)O ((R)-5-Bromo-6-(3-hydroxypyrrolidin-1-yl)-N-(4-(perfluoroethyl)phenyl)nicotinamide). Reaction SMILES: [Br:1][C:2]1[C:3](Cl)=[N:4][CH:5]=[C:6]([CH:23]=1)[C:7]([NH:9][C:10]1[CH:15]=[CH:14][C:13]([C:16]([F:22])([F:21])[C:17]([F:20])([F:19])[F:18])=[CH:12][CH:11]=1)=[O:8].[NH:25]1[CH2:29][CH2:28][C@@H:27]([OH:30])[CH2:26]1>>[Br:1][C:2]1[C:3]([N:25]2[CH2:29][CH2:28][C@@H:27]([OH:30])[CH2:26]2)=[N:4][CH:5]=[C:6]([CH:23]=1)[C:7]([NH:9][C:10]1[CH:15]=[CH:14][C:13]([C:16]([F:22])([F:21])[C:17]([F:20])([F:19])[F:18])=[CH:12][CH:11]=1)=[O:8]. Reported procedure: The title compound was prepared in an analogous fashion to that described in Stage 33.1 using 5-bromo-6-chloro-N-(4-(perfluoroethyl)phenyl)nicotinamide (Stage 208.2) and (R)-pyrrolidin-3-ol to afford an off-white crystalline solid. HPLC (Condition 4) tR=5.96 min, UPLC-MS (Condition 3) tR=1.20 min, m/z=480.2 [M+H]+. The reactants are NC1=C(C=C(C=C1C)N1C=NN=C1)I (4-(4-amino-3-iodo-5-methylphenyl)-1,2,4-triazole), C1CCOC1 (THF). The reagents and catalysts are [Pd].C1(=CC=CC=C1)P(C1=CC=CC=C1)C1=CC=CC=C1.C1(=CC=CC=C1)P(C1=CC=CC=C1)C1=CC=CC=C1.C1(=CC=CC=C1)P(C1=CC=CC=C1)C1=CC=CC=C1.C1(=CC=CC=C1)P(C1=CC=CC=C1)C1=CC=CC=C1 (tetrakis (triphenylphosphine) palladium (0)). Run at time 0.5 hour. Yields the product NC1=C(C=C(C=C1C)N1C=NN=C1)C=O (4-(4-Amino-3-formyl-5-methylphenyl)-1,2,4-triazole). RXN SMILES: [NH2:1][C:2]1[C:7]([CH3:8])=[CH:6][C:5]([N:9]2[CH:13]=[N:12][N:11]=[CH:10]2)=[CH:4][C:3]=1I.C1C[O:18][CH2:17]C1>[Pd].C1(P(C2C=CC=CC=2)C2C=CC=CC=2)C=CC=CC=1.C1(P(C2C=CC=CC=2)C2C=CC=CC=2)C=CC=CC=1.C1(P(C2C=CC=CC=2)C2C=CC=CC=2)C=CC=CC=1.C1(P(C2C=CC=CC=2)C2C=CC=CC=2)C=CC=CC=1>[NH2:1][C:2]1[C:7]([CH3:8])=[CH:6][C:5]([N:9]2[CH:13]=[N:12][N:11]=[CH:10]2)=[CH:4][C:3]=1[CH:17]=[O:18] |f:2.3.4.5.6|. Procedure: A stirred mixture of 4-(4-amino-3-iodo-5-methylphenyl)-1,2,4-triazole (3.0 g) and tetrakis (triphenylphosphine) palladium (0) (1.0 g) in THF (300 cm3) was deoxygenated with a stream of nitrogen for 0.5 hours. The mixture was then placed under carbon monoxide (ca 2 atmospheres pressure), warmed to 50°, and a solution of tri-n-butyltin hydride (3.2 g) in THF (200 cm3) was added dropwise over 4 hours. After a further 0.5 hours, the mixture was poured onto an aqueous solution of potassium fluoride (... The reactants are CC(C)(C)NCC(O)COc1ccccc1C(=O)CCc1cccc2[nH]ccc12, CC(=O)O, O=C1CCC(=O)N1Cl, [Na+], [OH-], O. Yields the product CC(C)(C)NCC(O)COc1ccccc1C(=O)CCc1cccc2[nH]cc(Cl)c12. RXN SMILES: [CH3:1][C:2]([CH3:3])([CH3:4])[NH:5][CH2:6][CH:7]([CH2:8][O:9][c:10]1[c:11]([C:16]([CH2:17][CH2:18][c:19]2[c:20]3[cH:21][cH:22][nH:23][c:24]3[cH:25][cH:26][cH:27]2)=[O:28])[cH:12][cH:13][cH:14][cH:15]1)[OH:29].[CH3:38][C:39](=[O:40])[OH:41].[Cl:30][N:31]1[C:32](=[O:33])[CH2:34][CH2:35][C:36]1=[O:37].[Na+:43].[OH-:42].[OH2:44]>>[CH3:1][C:2]([CH3:3])([CH3:4])[NH:5][CH2:6][CH:7]([CH2:8][O:9][c:10]1[c:11]([C:16]([CH2:17][CH2:18][c:19]2[c:20]3[c:21]([Cl:30])[cH:22][nH:23][c:24]3[cH:25][cH:26][cH:27]2)=[O:28])[cH:12][cH:13][cH:14][cH:15]1)[OH:29]. Reaction conditions: temperature 0 celsius, time 18 hour. Procedure: Sodium hydride (60% dispersion in mineral oil 26 mg, 0.65 mmol) and acetamidoxime (48 mg, 0.65 mmol) were suspended in dry THF (4 ml) in an oven dried round bottom flask with stirring under nitrogen at 0° C. After 15 minutes stirring the ice bath was removed and the grey suspension refluxed 45 minutes to give a white suspension. 1-Triphenylmethyl-1,4,5,6-tetrahydro-5-methoxycarbonylpyrimidine (250 mg, 0.65 mmol) was added dissolved in dry THF (3 ml) and reflux continued 18 hours. The solvents we... The solvent is C1CCOC1 (THF), C1CCOC1 (THF). Reaction SMILES: [H-].[Na+].[C:3](=[N:6][OH:7])([NH2:5])[CH3:4].[C:8]1([C:14]([C:31]2[CH:36]=[CH:35][CH:34]=[CH:33][CH:32]=2)([C:25]2[CH:30]=[CH:29][CH:28]=[CH:27][CH:26]=2)[N:15]2[CH2:20][CH:19]([C:21](OC)=O)[CH2:18][N:17]=[CH:16]2)[CH:13]=[CH:12][CH:11]=[CH:10][CH:9]=1>C1COCC1>[C:31]1([C:14]([C:8]2[CH:9]=[CH:10][CH:11]=[CH:12][CH:13]=2)([C:25]2[CH:26]=[CH:27][CH:28]=[CH:29][CH:30]=2)[N:15]2[CH2:20][CH:19]([C:21]3[O:7][N:6]=[C:3]([CH3:4])[N:5]=3)[CH2:18][N:17]=[CH:16]2)[CH:36]=[CH:35][CH:34]=[CH:33][CH:32]=1 |f:0.1|. The product is C1(=CC=CC=C1)C(N1C=NCC(C1)C1=NC(=NO1)C)(C1=CC=CC=C1)C1=CC=CC=C1 (1-Triphenylmethyl-1,4,5,6-tetrahydro-5-(3-methyl-1,2,4-oxadiazol-5-yl)pyrimidine). The reactants are C1(=CC=CC=C1)C(N1C=NCC(C1)C(=O)OC)(C1=CC=CC=C1)C1=CC=CC=C1 (1-Triphenylmethyl-1,4,5,6-tetrahydro-5-methoxycarbonylpyrimidine), [H-].[Na+] (Sodium hydride), oil, C(C)(N)=NO (acetamidoxime). Starting materials: [Br-], Cc1cc2cccc(Br)c2[nH]1, N#CCC1(CBr)CC1, CC[Mg+], Cc1ccccc1. Product: Cc1[nH]c2c(Br)cccc2c1CC1(CC#N)CC1. As a reaction SMILES: [Br-:1].[Br:13][c:14]1[cH:15][cH:16][cH:17][c:18]2[cH:19][c:20]([CH3:23])[nH:21][c:22]12.[Br:5][CH2:6][C:7]1([CH2:10][C:11]#[N:12])[CH2:8][CH2:9]1.[CH2:2]([Mg+:3])[CH3:4].[CH3:24][c:25]1[cH:26][cH:27][cH:28][cH:29][cH:30]1>>[CH2:6]([C:7]1([CH2:10][C:11]#[N:12])[CH2:8][CH2:9]1)[c:19]1[c:18]2[cH:17][cH:16][cH:15][c:14]([Br:13])[c:22]2[nH:21][c:20]1[CH3:23]. The reactants are [N+](=O)([O-])C=1C=CC(=C(C1)C1=NC(=C(C(N1)=O)Br)C(C)C)OCCC (2-(5-Nitro-2-n-propoxyphenyl)-5-bromo-6-isopropylpyrimid-4(3H)-one), Reduced iron. Solvent: Cl (hydrochloric acid). Run at time 1 hour. The product is NC=1C=CC(=C(C1)C1=NC(=C(C(N1)=O)Br)C(C)C)OCCC (2-(5-Amino-2-n-propoxyphenyl)-5-bromo-6-isopropylpyrimid-4(3H)-one). Yield: 81.9%. RXN SMILES: [N+:1]([C:4]1[CH:5]=[CH:6][C:7]([O:21][CH2:22][CH2:23][CH3:24])=[C:8]([C:10]2[NH:15][C:14](=[O:16])[C:13]([Br:17])=[C:12]([CH:18]([CH3:20])[CH3:19])[N:11]=2)[CH:9]=1)([O-])=O>Cl>[NH2:1][C:4]1[CH:5]=[CH:6][C:7]([O:21][CH2:22][CH2:23][CH3:24])=[C:8]([C:10]2[NH:15][C:14](=[O:16])[C:13]([Br:17])=[C:12]([CH:18]([CH3:20])[CH3:19])[N:11]=2)[CH:9]=1. Procedure details: The compound (4.0 g, 10 mmol) of Example 33 was suspended in concentrated hydrochloric acid and heated to be refluxed. Reduced iron powder (1.7 g, 30 mmol) was added into the reaction mixture in batch, and stirred for 1 h. The hot reaction mixture was filtered and cooled to room temperature to generate a yellowish precipitate. After filtered, the solid was dried at 60° C. to give the hydrochlorate of the title compound (3.0 g, yield: 82%). 1H NMR (DMSO-d6) δ: 12.55 (1H, br), 10.18 (2H, br), 7.72... Starting materials: ClC1=NC=2C=CC=CC2C2=C1N=C(N2C)NC (4-Chloro-N,1-dimethyl-1H-imidazo[4,5-c]quinolin-2-amine), N (ammonia), solution. Run in CO (methanol). Run at temperature 145 celsius. Product: CNC=1N(C2=C(C(=NC=3C=CC=CC23)N)N1)C (N2,1-dimethyl-1H-imidazo[4,5-c]quinoline-2,4-diamine). As a reaction SMILES: Cl[C:2]1[C:11]2[N:12]=[C:13]([NH:16][CH3:17])[N:14]([CH3:15])[C:10]=2[C:9]2[CH:8]=[CH:7][CH:6]=[CH:5][C:4]=2[N:3]=1.[NH3:18]>CO>[CH3:17][NH:16][C:13]1[N:14]([CH3:15])[C:10]2[C:9]3[CH:8]=[CH:7][CH:6]=[CH:5][C:4]=3[N:3]=[C:2]([NH2:18])[C:11]=2[N:12]=1. Reported procedure: 4-Chloro-N,1-dimethyl-1H-imidazo[4,5-c]quinolin-2-amine (0.280 g, 0.88 mmol) and ammonia (15 mL of a 7 N solution in methanol) were added to a high-pressure vessel, which was sealed and heated in an oven at 145° C. for two days. An analysis by LC/MS indicated the presence of starting material, and heating at 145° C. was continued for a total of two weeks. The solvent was removed under reduced pressure, and the residue was purified by automated flash chromagraphy (silica cartridge, eluting with 1... Starting materials: C(C1=CC=CC=C1)OC1=CC=C2C=CNC2=C1 (6-Benzyloxyindole), C1[C@H](C)O1 ((S)-propylene oxide). The product is O[C@H](CN1C=CC2=CC=C(C=C12)OCC1=CC=CC=C1)C ((S)-1-(2-hydroxypropyl)-6-benzyloxyindole). As a reaction SMILES: [CH2:1]([O:8][C:9]1[CH:17]=[C:16]2[C:12]([CH:13]=[CH:14][NH:15]2)=[CH:11][CH:10]=1)[C:2]1[CH:7]=[CH:6][CH:5]=[CH:4][CH:3]=1.[CH2:18]1[O:21][C@H:19]1[CH3:20]>>[OH:21][C@@H:19]([CH3:20])[CH2:18][N:15]1[C:16]2[C:12](=[CH:11][CH:10]=[C:9]([O:8][CH2:1][C:2]3[CH:3]=[CH:4][CH:5]=[CH:6][CH:7]=3)[CH:17]=2)[CH:13]=[CH:14]1. Procedure: Alternatively, compound 1 is reacted with (R)-propylene oxide according to the foregoing method to yield (R)-1-(2-hydroxypropyl)-6-benzyloxyindole (R-2). Alternatively, compound 1 is reacted with (S)-propylene oxide according to the foregoing method to yield (S)-1-(2-hydroxypropyl)-6-benzyloxyindole (S-2). Starting materials: C1(C(CCCCCC1)=O)=O (cyclooctane-1,2-dione), COP(OC)(=O)CC(=O)C1=C(N=C(S1)C1=CC=CC=C1)C ([2-(4-Methyl-2-phenyl-thiazol-5-yl)-2-oxo-ethyl]-phosphonic acid dimethyl ester), O.NN (hydrazine monohydrate). Procedure details: light brown solid. MS (ESI): 335.1 (M+). Prepared from cyclooctane-1,2-dione, [2-(4-Methyl-2-phenyl-thiazol-5-yl)-2-oxo-ethyl]-phosphonic acid dimethyl ester, hydrazine monohydrate. RXN SMILES: [C:1]1(=O)[CH2:8][CH2:7][CH2:6][CH2:5][CH2:4][CH2:3][C:2]1=O.COP([CH2:17][C:18]([C:20]1[S:24][C:23]([C:25]2[CH:30]=[CH:29][CH:28]=[CH:27][CH:26]=2)=[N:22][C:21]=1[CH3:31])=O)(=O)OC.O.[NH2:33][NH2:34]>>[CH3:31][C:21]1[N:22]=[C:23]([C:25]2[CH:30]=[CH:29][CH:28]=[CH:27][CH:26]=2)[S:24][C:20]=1[C:18]1[N:34]=[N:33][C:2]2[CH2:3][CH2:4][CH2:5][CH2:6][CH2:7][CH2:8][C:1]=2[CH:17]=1 |f:2.3|. Product: CC=1N=C(SC1C1=CC2=C(N=N1)CCCCCC2)C2=CC=CC=C2 (3-(4-Methyl-2-phenyl-thiazol-5-yl)-5,6,7,8,9,10-hexahydro-cycloocta[c]pyridazine).